This data is from the Open Reaction Database (ORD), a public repository of structured organic reaction records. The task is: describe an organic reaction: reactants, conditions, products, and yield Reactants: [Br-], COc1ccc([Mg+])cc1, CON(C)C(=O)c1cccc(C)c1F. RXN SMILES: [Br-:15].[CH3:16][O:17][c:18]1[cH:19][cH:20][c:21]([Mg+:24])[cH:22][cH:23]1.[F:1][c:2]1[c:3]([C:4](=[O:5])[N:6]([O:7][CH3:8])[CH3:9])[cH:10][cH:11][cH:12][c:13]1[CH3:14]>>[F:1][c:2]1[c:3]([C:4](=[O:5])[c:21]2[cH:20][cH:19][c:18]([O:17][CH3:16])[cH:23][cH:22]2)[cH:10][cH:11][cH:12][c:13]1[CH3:14]. Product: COc1ccc(C(=O)c2cccc(C)c2F)cc1. Reactants: COC(CCCCCNC=1C2=C(N=CN1)OC(=C2C2=CC=C(C=C2)OC)Br)=O (6-{[6-bromo-5-(4-methoxyphenyl)furo[2,3-d]pyrimidin-4-yl]amino}hexanoic acid methyl ester), P(=O)([O-])([O-])[O-].[K+].[K+].[K+] (potassium phosphate), ClC1=C(C=CC=C1)B1OC(C)(C)C(C)(C)O1 ((2-chlorophenyl)boronic acid pinacol ester). Reagents/catalysts: Cl[Pd]([P](C1=CC=CC=C1)(C2=CC=CC=C2)C3=CC=CC=C3)([P](C4=CC=CC=C4)(C5=CC=CC=C5)C6=CC=CC=C6)Cl (bis(triphenylphosphine)palladium(II) chloride). Solvent: C1(=CC=CC=C1)C (toluene). Reaction conditions: temperature 80 celsius, time 15 hour. Yields the product COC(CCCCCNC=1C2=C(N=CN1)OC(=C2C2=CC=C(C=C2)OC)C2=C(C=CC=C2)Cl)=O (6-{[6-(2-Chlorophenyl)-5-(4-methoxyphenyl)furo[2,3-d]pyrimidin-4-yl]amino}hexanoic acid methyl ester). RXN SMILES: P([O-])([O-])([O-])=O.[K+].[K+].[K+].[CH3:9][O:10][C:11](=[O:36])[CH2:12][CH2:13][CH2:14][CH2:15][CH2:16][NH:17][C:18]1[C:19]2[C:26]([C:27]3[CH:32]=[CH:31][C:30]([O:33][CH3:34])=[CH:29][CH:28]=3)=[C:25](Br)[O:24][C:20]=2[N:21]=[CH:22][N:23]=1.[Cl:37][C:38]1[CH:43]=[CH:42][CH:41]=[CH:40][C:39]=1B1OC(C)(C)C(C)(C)O1>C1(C)C=CC=CC=1.Cl[Pd](Cl)([P](C1C=CC=CC=1)(C1C=CC=CC=1)C1C=CC=CC=1)[P](C1C=CC=CC=1)(C1C=CC=CC=1)C1C=CC=CC=1>[CH3:9][O:10][C:11](=[O:36])[CH2:12][CH2:13][CH2:14][CH2:15][CH2:16][NH:17][C:18]1[C:19]2[C:26]([C:27]3[CH:32]=[CH:31][C:30]([O:33][CH3:34])=[CH:29][CH:28]=3)=[C:25]([C:39]3[CH:40]=[CH:41][CH:42]=[CH:43][C:38]=3[Cl:37])[O:24][C:20]=2[N:21]=[CH:22][N:23]=1 |f:0.1.2.3,^1:62,81|. Procedure details: Add 229 mg (1.08 mmol) potassium phosphate to a mixture of 220 mg (0.49 mmol) 6-{[6-bromo-5-(4-methoxyphenyl)furo[2,3-d]pyrimidin-4-yl]amino}hexanoic acid methyl ester and 17 mg (0.03 mmol) bis(triphenylphosphine)palladium(II) chloride in 2.2 ml toluene. Next, add 176 mg (0.74 mmol) (2-chlorophenyl)boronic acid pinacol ester and stir the mixture for 15 h at 80° C. Purify the reaction mixture directly by preparative RP-HPLC (gradient: water/acetonitrile). 101 mg (42% of theor.) of the desired pro... Reactants: C(#N)C1=CC=C(C=C1)C=1CCN(CCC1)C(=O)OC(C)(C)C (tert-butyl 4-(4-cyanophenyl)-2,3,6,7-tetrahydro-1H-azepine-1-carboxylate), C(#N)C1=CC=C(C=C1)C=1CCCN(CC1)C(=O)OC(C)(C)C (tert-butyl 5-(4-cyanophenyl)-2,3,4,7-tetrahydro-1H-azepine-1-carboxylate), C(#N)C1=CC=C(C=C1)C=1CCCN(CC1)C(=O)OC(C)(C)C (tert-butyl 5-(4-cyanophenyl)-2,3,4,7-tetrahydro-1H-azepine-1-carboxylate). Reagents/catalysts: [Pd] (palladium on carbon). Run in C(C)(=O)OCC (ethyl acetate). Yields the product C(#N)C1=CC=C(C=C1)C1CCN(CCC1)C(=O)OC(C)(C)C (tert-Butyl 4-(4-cyanophenyl)azepane-1-carboxylate). RXN SMILES: [C:1]([C:3]1[CH:8]=[CH:7][C:6]([C:9]2[CH2:10][CH2:11][N:12]([C:16]([O:18][C:19]([CH3:22])([CH3:21])[CH3:20])=[O:17])[CH2:13][CH2:14][CH:15]=2)=[CH:5][CH:4]=1)#[N:2].C(C1C=CC(C2CCCN(C(OC(C)(C)C)=O)CC=2)=CC=1)#N>[Pd].C(OCC)(=O)C>[C:1]([C:3]1[CH:4]=[CH:5][C:6]([CH:9]2[CH2:15][CH2:14][CH2:13][N:12]([C:16]([O:18][C:19]([CH3:22])([CH3:21])[CH3:20])=[O:17])[CH2:11][CH2:10]2)=[CH:7][CH:8]=1)#[N:2]. Procedure details: To a 25 mL round bottom flask containing a mixture of tert-butyl 4-(4-cyanophenyl)-2,3,6,7-tetrahydro-1H-azepine-1-carboxylate and tert-butyl 5-(4-cyanophenyl)-2,3,4,7-tetrahydro-1H-azepine-1-carboxylate (compound 40.2, 167 mg, 0.56 mmol) was added 10% palladium on carbon (40 mg) and ethyl acetate (6 mL). The system was purged with nitrogen then charged with hydrogen and stirred at room temperature. After purging the system with nitrogen, the mixture was filtered through celite and the filtrate ... The reactants are OC1=CC(OC2=CC=CC=C12)=O (4-hydroxycoumarin), C1(=CC=CC=C1)C(CC1=CC=CC=C1)O (1,2-diphenylethanol), B(F)(F)F.CCOCC (boron trifluoride etherate). Solvent: O1CCOCC1 (dioxane). Reaction conditions: time 8 hour. The product is C1(=CC=CC=C1)C(CC1=CC=CC=C1)C=1C(OC2=CC=CC=C2C1O)=O (3-(1,2-Diphenylethyl)4-hydroxycoumarin). Yield: 8058.5%. As a reaction SMILES: [OH:1][C:2]1[C:11]2[C:6](=[CH:7][CH:8]=[CH:9][CH:10]=2)[O:5][C:4](=[O:12])[CH:3]=1.[C:13]1([CH:19](O)[CH2:20][C:21]2[CH:26]=[CH:25][CH:24]=[CH:23][CH:22]=2)[CH:18]=[CH:17][CH:16]=[CH:15][CH:14]=1.B(F)(F)F.CCOCC>O1CCOCC1>[C:13]1([CH:19]([C:3]2[C:4](=[O:12])[O:5][C:6]3[C:11]([C:2]=2[OH:1])=[CH:10][CH:9]=[CH:8][CH:7]=3)[CH2:20][C:21]2[CH:22]=[CH:23][CH:24]=[CH:25][CH:26]=2)[CH:18]=[CH:17][CH:16]=[CH:15][CH:14]=1 |f:2.3|. Reported procedure: To a flame-dried flask containing a near-solution of 810 mg of 4-hydroxycoumarin and 1.20 mg of 1,2-diphenylethanol of Preparation 15 in 30 mL of dioxane under an argon atmosphere is added 3.0 mL of boron trifluoride etherate. The resulting yellow solution is left to stir at room temperature overnight; the reaction is then heated to reflux for 48 hours. The volatiles are removed and the residue is partioned between diethyl ether and 1N sodium hydroxide. The basic aqueous phase is washed with die... Procedure: N-Methoxy-N-methyl-(R)-5-(Benzyloxycarbonylamino)-2-(tert-butoxycarbonylamino)-pentanamide (305) (10 g, 24 mmol) was dissolved in THF (250 mL) and the solution was cooled to −30° C. in a dry-ice acetone bath. MeMgBr (3M in Et2O, 123 mL, 369 mmol) was added drop-wise over 30 minutes. The bath temperature was slowly allowed to increase to 0° C. and then was maintained at 0° C. until TLC showed no further reaction progress (˜80-90% complete). Saturated NH4Cl (aq) was then slowly added to the reacti... Reaction SMILES: CON(C)[C:4](=[O:28])[C@H:5]([NH:20][C:21]([O:23][C:24]([CH3:27])([CH3:26])[CH3:25])=[O:22])[CH2:6][CH2:7][CH2:8][NH:9][C:10]([O:12][CH2:13][C:14]1[CH:19]=[CH:18][CH:17]=[CH:16][CH:15]=1)=[O:11].[CH3:30][Mg+].[Br-].[NH4+].[Cl-]>C1COCC1>[CH2:13]([O:12][C:10]([NH:9][CH2:8][CH2:7][CH2:6][C@@H:5]([NH:20][C:21]([O:23][C:24]([CH3:25])([CH3:26])[CH3:27])=[O:22])[C:4](=[O:28])[CH3:30])=[O:11])[C:14]1[CH:15]=[CH:16][CH:17]=[CH:18][CH:19]=1 |f:1.2,3.4|. Starting materials: C[Mg+].[Br-] (MeMgBr), CON(C([C@@H](CCCNC(=O)OCC1=CC=CC=C1)NC(=O)OC(C)(C)C)=O)C (N-methoxy-N-methyl-(R)-5-(benzyloxycarbonylamino)-2-(tert-butoxycarbonylamino)pentanamide), [NH4+].[Cl-] (NH4Cl). Conditions: temperature -30 celsius. Yield: 75.0%. Product: C(C1=CC=CC=C1)OC(=O)NCCC[C@H](C(C)=O)NC(=O)OC(C)(C)C ((R)-6-(benzyloxycarbonylamino)-3-(tert-butoxycarbonylamino)-2-hexanone). Solvent: C1CCOC1 (THF). Starting materials: [BH4-], CO, O=C(c1cnc(NC(=O)C2(c3ccc4c(c3)OCO4)CC2)s1)c1ccccc1Cl, [Na+]. Yields the product O=C(Nc1ncc(C(O)c2ccccc2Cl)s1)C1(c2ccc3c(c2)OCO3)CC1. Reaction SMILES: [BH4-:30].[CH3:32][OH:33].[Cl:1][c:2]1[c:3]([C:4](=[O:5])[c:6]2[cH:7][n:8][c:9]([NH:11][C:12](=[O:13])[C:14]3([c:17]4[cH:18][c:19]5[c:20]([cH:24][cH:25]4)[O:21][CH2:22][O:23]5)[CH2:15][CH2:16]3)[s:10]2)[cH:26][cH:27][cH:28][cH:29]1.[Na+:31]>>[Cl:1][c:2]1[c:3]([CH:4]([OH:5])[c:6]2[cH:7][n:8][c:9]([NH:11][C:12](=[O:13])[C:14]3([c:17]4[cH:18][c:19]5[c:20]([cH:24][cH:25]4)[O:21][CH2:22][O:23]5)[CH2:15][CH2:16]3)[s:10]2)[cH:26][cH:27][cH:28][cH:29]1.